Task: describe an organic reaction: reactants, conditions, products, and yield. Dataset: the Open Reaction Database (ORD), a public repository of structured organic reaction records The reactants are O=C([O-])[O-], C=CCBr, CCCC[N+](CCCC)(CCCC)CCCC, Cc1ccccc1, O=C1c2cc(N3CCN(CCCCC4(C(=O)NCC(F)(F)F)c5ccccc5-c5ccccc54)CC3)ccc2CN1C1CCCCC1, [K+], [K+], [Na+], [OH-], O, O=S(=O)([O-])O. Product: C=CCC(NC(=O)C1(CCCCN2CCN(c3ccc4c(c3)C(=O)N(C3CCCCC3)C4)CC2)c2ccccc2-c2ccccc21)C(F)(F)F. RXN SMILES: [C:50](=[O:51])([O-:52])[O-:53].[CH2:56]([CH:57]=[CH2:58])[Br:59].[CH2:72]([N+:73]([CH2:74][CH2:75][CH2:76][CH3:77])([CH2:78][CH2:79][CH2:80][CH3:81])[CH2:82][CH2:83][CH2:84][CH3:85])[CH2:86][CH2:87][CH3:88].[CH3:60][c:61]1[cH:62][cH:63][cH:64][cH:65][cH:66]1.[CH:1]1([N:7]2[C:8](=[O:47])[c:9]3[cH:10][c:11]([N:16]4[CH2:17][CH2:18][N:19]([CH2:22][CH2:23][CH2:24][CH2:25][C:26]5([C:39]([NH:40][CH2:41][C:42]([F:43])([F:44])[F:45])=[O:46])[c:27]6[cH:28][cH:29][cH:30][cH:31][c:32]6-[c:33]6[cH:34][cH:35][cH:36][cH:37][c:38]65)[CH2:20][CH2:21]4)[cH:12][cH:13][c:14]3[CH2:15]2)[CH2:2][CH2:3][CH2:4][CH2:5][CH2:6]1.[K+:54].[K+:55].[Na+:49].[OH-:48].[OH2:89].[S:67]([O-:68])([OH:69])(=[O:70])=[O:71]>>[CH:1]1([N:7]2[C:8](=[O:47])[c:9]3[cH:10][c:11]([N:16]4[CH2:17][CH2:18][N:19]([CH2:22][CH2:23][CH2:24][CH2:25][C:26]5([C:39]([NH:40][CH:41]([C:42]([F:43])([F:44])[F:45])[CH2:58][CH:57]=[CH2:56])=[O:46])[c:27]6[cH:28][cH:29][cH:30][cH:31][c:32]6-[c:33]6[cH:34][cH:35][cH:36][cH:37][c:38]65)[CH2:20][CH2:21]4)[cH:12][cH:13][c:14]3[CH2:15]2)[CH2:2][CH2:3][CH2:4][CH2:5][CH2:6]1. Reactants: CC1OC(=C(C1=O)O)C (2,5-dimethyl-4-hydroxy-3-(2H)-furanone), C=O (formaldehyde), C(C(=O)O)(=O)O (oxalic acid). Run in O (water). Reaction conditions: time 18 hour. Product: OCC1(OC(=C(C1=O)O)C)C (2-hydroxymethyl-2,5-dimethyl-4-hydroxy-3-(2H)-furanone). As a reaction SMILES: [CH3:1][CH:2]1[C:6](=[O:7])[C:5]([OH:8])=[C:4]([CH3:9])[O:3]1.[CH2:10]=[O:11].C(O)(=O)C(O)=O>O>[OH:11][CH2:10][C:4]1([CH3:9])[C:5](=[O:8])[C:6]([OH:7])=[C:2]([CH3:1])[O:3]1. Procedure: A mixture of 10 g of 2,5-dimethyl-4-hydroxy-3-(2H)-furanone, 20 ml of a 37% formaldehyde aqueous solution, 50 ml of water and 0.7 g of oxalic acid was stirred for 18 hours at room temperature. After working up the reaction mixture, the crude reaction product was purified by column chromatography over polyamide. Elution with pentane-dichloromethane 80/20 yielded the pure 2-hydroxymethyl-2,5-dimethyl-4-hydroxy-3-(2H)-furanone, which was recrystallized from ethyllactate; m.p. 124°-125°C.